Dataset: the Open Reaction Database (ORD), a public repository of structured organic reaction records. Task: describe an organic reaction: reactants, conditions, products, and yield Reactants: Cl (hydrochloric acid), C(C)(=O)Cl (acetyl chloride), [Cl-].[Al+3].[Cl-].[Cl-] (aluminum chloride), FC=1C=C(C=CC1OC)C1=CC=CC=C1 (3-fluoro-4-methoxybiphenyl). The solvent is O (water), C(=S)=S (carbon disulfide). Conditions: time 10 hour. The product is FC=1C=C(C=CC1OC)C1=CC=C(C=C1)C(C)=O (3'-fluoro-4'-methoxy-4-acetylbiphenyl). Yield: 75.9%. Reaction SMILES: [F:1][C:2]1[CH:3]=[C:4]([C:10]2[CH:15]=[CH:14][CH:13]=[CH:12][CH:11]=2)[CH:5]=[CH:6][C:7]=1[O:8][CH3:9].[C:16](Cl)(=[O:18])[CH3:17].[Cl-].[Al+3].[Cl-].[Cl-].Cl>C(=S)=S.O>[F:1][C:2]1[CH:3]=[C:4]([C:10]2[CH:11]=[CH:12][C:13]([C:16](=[O:18])[CH3:17])=[CH:14][CH:15]=2)[CH:5]=[CH:6][C:7]=1[O:8][CH3:9] |f:2.3.4.5|. Procedure details: Three grams of said 3-fluoro-4-methoxybiphenyl was dissolved in 14 ml of carbon disulfide, and 1.17 g of acetyl chloride and 2.36 g of aluminum chloride were added, followed by stirring the mixture for 10 hours. Twenty milliliters of 10% hydrochloric acid and then 5 ml of water were added, and the precipitate was filtered and washed with water. The resulting crude crystals were recrystallized from ethanol to obtain 2.75 g of 3'-fluoro-4'-methoxy-4-acetylbiphenyl (yield 76%). Reactants: CS(=O)C (Dimethyl sulfoxide), CC=1C=C(C(=NC1C)C1=NC=CC(=C1)C)O (5,6,4′-trimethyl-[2,2′]bipyridin-3-ol), ClC1=CC=NC2=CC(=C(C=C12)OC)OC (4-chloro-6,7-dimethoxyquinoline), C([O-])([O-])=O.[Cs+].[Cs+] (cesium carbonate). The solvent is O (water). Reaction conditions: temperature 130 celsius, time 8 hour. Product: COC=1C=C2C(=CC=NC2=CC1OC)OC=1C(=NC(=C(C1)C)C)C1=NC=CC(=C1)C (3-(6,7-Dimethoxy-quinolin-4-yloxy)-5,6,4′-trimethyl-[2,2′]bipyridine). Yield: 44.8%. RXN SMILES: CS(C)=O.[CH3:5][C:6]1[CH:7]=[C:8]([OH:20])[C:9]([C:13]2[CH:18]=[C:17]([CH3:19])[CH:16]=[CH:15][N:14]=2)=[N:10][C:11]=1[CH3:12].Cl[C:22]1[C:31]2[C:26](=[CH:27][C:28]([O:34][CH3:35])=[C:29]([O:32][CH3:33])[CH:30]=2)[N:25]=[CH:24][CH:23]=1.C(=O)([O-])[O-].[Cs+].[Cs+]>O>[CH3:33][O:32][C:29]1[CH:30]=[C:31]2[C:26](=[CH:27][C:28]=1[O:34][CH3:35])[N:25]=[CH:24][CH:23]=[C:22]2[O:20][C:8]1[C:9]([C:13]2[CH:18]=[C:17]([CH3:19])[CH:16]=[CH:15][N:14]=2)=[N:10][C:11]([CH3:12])=[C:6]([CH3:5])[CH:7]=1 |f:3.4.5|. Reported procedure: Dimethyl sulfoxide (2 ml) was added to 5,6,4′-trimethyl-[2,2′]bipyridin-3-ol (50 mg), 4-chloro-6,7-dimethoxyquinoline (157 mg), and cesium carbonate (229 mg), and the mixture was stirred at 130° C. overnight. The reaction solution was cooled to room temperature, water was then added to the solution, and the mixture was extracted with ethyl acetate. The ethyl acetate layer was then washed with water and was dried over anhydrous sodium sulfate. The solvent was removed by distillation under the red... Solvent: C(Cl)(Cl)Cl (chloroform). Reactants: TEA, CS(=O)(=O)Cl (methanesulfonyl chloride), C[Si](CCOCN1C=CC2=C1N=CN=C2C=2C=NN(C2)[C@H]2CC[C@H](CC2)CO)(C)C (cis-4-[4-(7-[2-(Trimethylsilyl)ethoxy]methyl-7H-pyrrolo[2,3-d]pyrimidin-4-yl)-1H-pyrazol-1-yl]cyclohexylmethanol). Product: CS(=O)(=O)OC[C@@H]1CC[C@@H](CC1)N1N=CC(=C1)C=1C2=C(N=CN1)N(C=C2)COCC[Si](C)(C)C (cis-4-[4-(7-[2-(Trimethylsilyl)ethoxy]methyl-7H-pyrrolo[2,3-d]pyrimidin-4-yl)-1H-pyrazol-1-yl]cyclohexylmethyl methanesulfonate). Procedure details: cis-4-[4-(7-[2-(Trimethylsilyl)ethoxy]methyl-7H-pyrrolo[2,3-d]pyrimidin-4-yl)-1H-pyrazol-1-yl]cyclohexylmethanol was dissolved in chloroform (3.00 mL) and was cooled to 0° C. To the reaction was added TEA (0.10 mL, 0.00072 mol) and methanesulfonyl chloride (0.05 mL, 0.0006 mol) and this mixture was stirred at 0° C. for 2 hours at which time LCMS analysis showed mainly the product present in the mixture. The reaction was extracted with ethyl acetate and the organic extracts were washed with water... Run at temperature 0 celsius, time 2 hour. RXN SMILES: [CH3:1][Si:2]([CH3:30])([CH3:29])[CH2:3][CH2:4][O:5][CH2:6][N:7]1[C:11]2[N:12]=[CH:13][N:14]=[C:15]([C:16]3[CH:17]=[N:18][N:19]([C@@H:21]4[CH2:26][CH2:25][C@H:24]([CH2:27][OH:28])[CH2:23][CH2:22]4)[CH:20]=3)[C:10]=2[CH:9]=[CH:8]1.[CH3:31][S:32](Cl)(=[O:34])=[O:33]>C(Cl)(Cl)Cl>[CH3:31][S:32]([O:28][CH2:27][C@H:24]1[CH2:23][CH2:22][C@@H:21]([N:19]2[CH:20]=[C:16]([C:15]3[C:10]4[CH:9]=[CH:8][N:7]([CH2:6][O:5][CH2:4][CH2:3][Si:2]([CH3:30])([CH3:29])[CH3:1])[C:11]=4[N:12]=[CH:13][N:14]=3)[CH:17]=[N:18]2)[CH2:26][CH2:25]1)(=[O:34])=[O:33]. The reactants are BrC1=C(C=C(C=C1C)C)C (2-bromo-1,3,5-trimethylbenzene), solution, C(CCC)[Li] (n-butyllithium), O1CCCC1 (tetrahydrofuran), solution, C(CCC)[Li] (n-butyllithium), [Cl-].[NH4+] (ammonium chloride), BrC=1C=C(SC1)CC(=O)OC(C)(C)C (tert-butyl (4-bromo-2-thienyl)acetate), O1CCCC1 (tetrahydrofuran). The solvent is CN(C=O)C (N,N-dimethylformamide), CCCCCC (n-hexane), CCCCCC (n-hexane), C(C)(=O)OCC (ethyl acetate). Run at temperature -78 celsius, time 30 minute. Product: C(=O)C=1C=C(SC1)CC(=O)OC(C)(C)C (tert-butyl (4-formyl-2-thienyl)acetate). Reaction SMILES: BrC1C(C)=CC(C)=CC=1C.C([Li])CCC.Br[C:17]1[CH:18]=[C:19]([CH2:22][C:23]([O:25][C:26]([CH3:29])([CH3:28])[CH3:27])=[O:24])[S:20][CH:21]=1.[Cl-].[NH4+].[O:32]1CCC[CH2:33]1>CCCCCC.C(OCC)(=O)C.CN(C)C=O>[CH:33]([C:17]1[CH:18]=[C:19]([CH2:22][C:23]([O:25][C:26]([CH3:29])([CH3:28])[CH3:27])=[O:24])[S:20][CH:21]=1)=[O:32] |f:3.4|. Reported procedure: To a solution of 2-bromo-1,3,5-trimethylbenzene (1.22 g) in tetrahydrofuran (20.0 mL) was added a 1.59 M solution of n-butyllithium in n-hexane (3.86 mL) at −78° C., followed by stirring at −78° C. for 30 minutes. Subsequently, a solution of tert-butyl (4-bromo-2-thienyl)acetate (1.55 g) in tetrahydrofuran (15.0 mL) was added thereto, followed by stirring at −78° C. for 30 minutes. Subsequently, a 1.59 M solution of n-butyllithium in n-hexane (3.51 mL) was added thereto at −78° C., followed by s... The reactants are C1(C=2C(C(N1CCCCCCCCCCCCCCCCCCCC(=O)OC)=O)=CC=CC2)=O (methyl 20-phthalimidoeicosanoate), O.NN (hydrazine hydrate), Cl (hydrochloric acid), Cl (hydrochloric acid). Solvent: C(C)O (ethanol). Yields the product NCCCCCCCCCCCCCCCCCCCC(=O)O (20-aminoeicosanoic acid). Yield: 72.0%. Reaction SMILES: C1(=O)[N:5]([CH2:6][CH2:7][CH2:8][CH2:9][CH2:10][CH2:11][CH2:12][CH2:13][CH2:14][CH2:15][CH2:16][CH2:17][CH2:18][CH2:19][CH2:20][CH2:21][CH2:22][CH2:23][CH2:24][C:25]([O:27]C)=[O:26])C(=O)C2=CC=CC=C12.O.NN.Cl>C(O)C>[NH2:5][CH2:6][CH2:7][CH2:8][CH2:9][CH2:10][CH2:11][CH2:12][CH2:13][CH2:14][CH2:15][CH2:16][CH2:17][CH2:18][CH2:19][CH2:20][CH2:21][CH2:22][CH2:23][CH2:24][C:25]([OH:27])=[O:26] |f:1.2|. Procedure details: A mixture of methyl 20-phthalimidoeicosanoate (5.0 g, 10.6 mmoles), 100 ml of ethanol, 80% hydrazine hydrate (1.0 ml, 15.9 mmoles) was refluxed for 9 hours. After the addition of 26.5 ml of 6N aqueous hydrochloric acid, the reaction mixture was further refluxed for 1 hour. The insoluble matter that formed was removed by filtration. The filtrate was concentrated under reduced pressure. To the residue were added 70 ml of ethanol and 42.4 ml of 1N aqueous sodium hydroxide solution, and the obtained... Reactants: [H-].[Na+] (NaH), CC1=CSC=2C1=C1C3=C(NC1=CC2)CCN(C3)C (1,9-dimethyl-7,8,9,10-tetrahydrothieno[3,2-e]pyrido[4,3-b]indole), CN(CCCCl)C (3-dimethylaminopropyl chloride). The solvent is CN(C=O)C (dimethylformamide). Run at time 1 hour. The product is Cl.Cl.CN(CCCN1C2=C(C3=C4C(=CC=C13)SC=C4C)CN(CC2)C)C (6-(3-Dimethylaminopropyl)-1,9-dimethyl-7,8,9,10-tetrahydrothieno[3,2-e]pyrido[4,3-b]indole dihydrochloride). As a reaction SMILES: [CH3:1][C:2]1[C:6]2=[C:7]3[C:11](=[CH:12][CH:13]=[C:5]2[S:4][CH:3]=1)[NH:10][C:9]1[CH2:14][CH2:15][N:16]([CH3:18])[CH2:17][C:8]3=1.[H-].[Na+].[CH3:21][N:22]([CH3:27])[CH2:23][CH2:24][CH2:25][Cl:26]>CN(C)C=O>[ClH:26].[ClH:26].[CH3:21][N:22]([CH3:27])[CH2:23][CH2:24][CH2:25][N:10]1[C:11]2[C:7](=[C:6]3[C:2]([CH3:1])=[CH:3][S:4][C:5]3=[CH:13][CH:12]=2)[C:8]2[CH2:17][N:16]([CH3:18])[CH2:15][CH2:14][C:9]1=2 |f:1.2,5.6.7|. Procedure details: 4.0 g of 1,9-dimethyl-7,8,9,10-tetrahydrothieno[3,2-e]pyrido[4,3-b]indole are dissolved in 60 ml of dimethylformamide, 0.78 g of a 50% strength dispersion of NaH is added, whilst stirring, and, after 1 hour, 2.4 g of 3-dimethylaminopropyl chloride are added. After leaving the mixture is stand for 15 hours, the solvent is evaporated off, the residue is taken up in ethyl acetate, the ethyl acetate mixture is washed and dried and the product is purified on SiO2 with chloroform/methanol (1:1). The d... The reactants are C(CCC)=C1C(N(C(S1)=O)CCCCS(=O)C1=CC=CC=2N1C=CN2)=O (5-butylidene-3-[4-(imidazo[1,2-a]pyridin-5-ylsulfinyl)butyl]thiazolidine-2,4-dione), Cl (hydrochloric acid). The solvent is CO (methanol). Product: Cl.C(CCC)=C1C(N(C(S1)=O)CCCCS(=O)C1=CC=CC=2N1C=CN2)=O (5-butylidene-3-[4-(imidazo[1,2-a]pyridin-5-ylsulfinyl)butyl]thiazolidine-2,4-dione hydrochloride). Reaction SMILES: [CH:1](=[C:5]1[S:9][C:8](=[O:10])[N:7]([CH2:11][CH2:12][CH2:13][CH2:14][S:15]([C:17]2[N:22]3[CH:23]=[CH:24][N:25]=[C:21]3[CH:20]=[CH:19][CH:18]=2)=[O:16])[C:6]1=[O:26])[CH2:2][CH2:3][CH3:4].[ClH:27]>CO>[ClH:27].[CH:1](=[C:5]1[S:9][C:8](=[O:10])[N:7]([CH2:11][CH2:12][CH2:13][CH2:14][S:15]([C:17]2[N:22]3[CH:23]=[CH:24][N:25]=[C:21]3[CH:20]=[CH:19][CH:18]=2)=[O:16])[C:6]1=[O:26])[CH2:2][CH2:3][CH3:4] |f:3.4|. Procedure details: To a solution of 287 mg (0.73 mmol) of 5-butylidene-3-[4-(imidazo[1,2-a]pyridin-5-ylsulfinyl)butyl]thiazolidine-2,4-dione in 10 ml of methanol, 0.10 ml of concentrated hydrochloric acid was added, followed by stirring, after which the solvent was distilled off. The residue was washed with diethyl ether to yield 280 mg (89.6%, light yellow foamy substance) of the desired product.